Dataset: the Open Reaction Database (ORD), a public repository of structured organic reaction records. Task: describe an organic reaction: reactants, conditions, products, and yield Reactants: Cl.Cl.Cl.C12C(CC(CC1)C2)CC(CC2C1CCC(C2)C1)NCCCNCCCN (1-[1,3-di-(2-norbornyl)-2-propyl]1,5,9-triazanonane trihydrochloride), C12C(CC(CC1)C2)CCCC(CCCC2C1CCC(C2)C1)=O (1,7-di-(2-norbornyl)-4-heptanone), Cl.Cl.Cl.C12C(CC(CC1)C2)CCCC(CCCC2C1CCC(C2)C1)NCCCNCCCN (1-[1,7-di-(2-norbornyl)-4-heptyl]-1,5,9-triazanonane trihydrochloride), C12C(CC(CC1)C2)C(C)CC(CC(C)C2C1CCC(C2)C1)=O (2,6-di-(2-norbornyl)-4-heptanone), C(CN)CNCCCN (3,3'-iminobispropylamine), Cl.Cl.Cl.C12C(CC(CC1)C2)C(C)CC(CC(C)C2C1CCC(C2)C1)NCCCNCCCN (1-[2,6-di-(2-norbornyl)-4-heptyl]-1,5,9-triazanonane trihydrochloride), C12C(CC(CC1)C2)CC(CC2C1CCC(C2)C1)=O (1,3-di-(2-norbornyl)-2-propanone), C(CN)CNCCCN (3,3'-iminobispropylamine), C(CN)CNCCCN (3,3'-iminobispropylamine). Product: Cl.Cl.Cl.C12C(CC(CC1)C2)CCC(CCC2C1CCC(C2)C1)NCCCNCCCN (1-[1,5-Di-(2-norbornyl)-3-pentyl]-1,5,9-Triazanonane Trihydrochloride). Reaction SMILES: [ClH:1].Cl.Cl.[CH:4]12[CH2:10][CH:7]([CH2:8][CH2:9]1)[CH2:6][CH:5]2[CH2:11]C(NCCCNCCCN)CC1CC2CC1CC2.C12CC(CC1)C[CH:31]2[CH2:37][C:38](=O)[CH2:39][CH:40]1[CH2:45][CH:44]2[CH2:46][CH:41]1[CH2:42][CH2:43]2.[CH2:48]([CH2:51][NH:52][CH2:53][CH2:54][CH2:55][NH2:56])[CH2:49][NH2:50].Cl.Cl.Cl.C12CC(CC1)CC2CCCC(NCCCNCCCN)CCCC1CC2CC1CC2.C12CC(CC1)CC2CCCC(=O)CCCC1CC2CC1CC2.Cl.Cl.Cl.C12CC(CC1)CC2C(CC(NCCCNCCCN)CC(C1CC2CC1CC2)C)C.C12CC(CC1)CC2C(CC(=O)CC(C1CC2CC1CC2)C)C>>[ClH:1].[ClH:1].[ClH:1].[CH:41]12[CH2:46][CH:44]([CH2:43][CH2:42]1)[CH2:45][CH:40]2[CH2:39][CH2:38][CH:37]([NH:50][CH2:49][CH2:48][CH2:51][NH:52][CH2:53][CH2:54][CH2:55][NH2:56])[CH2:31][CH2:11][CH:5]1[CH2:6][CH:7]2[CH2:10][CH:4]1[CH2:9][CH2:8]2 |f:0.1.2.3,6.7.8.9,11.12.13.14,16.17.18.19|. Reported procedure: Also prepared by this method are 1-[1,3-di-(2-norbornyl)-2-propyl]1,5,9-triazanonane trihydrochloride from 1,3-di-(2-norbornyl)-2-propanone and 3,3'-iminobispropylamine; 1-[1,7-di-(2-norbornyl)-4-heptyl]-1,5,9-triazanonane trihydrochloride from 1,7-di-(2-norbornyl)-4-heptanone and 3,3'-iminobispropylamine and 1-[2,6-di-(2-norbornyl)-4-heptyl]-1,5,9-triazanonane trihydrochloride from 2,6-di-(2-norbornyl)-4-heptanone and 3,3'-iminobispropylamine. Starting materials: ClC=1C=C(C(=O)O)C=C(N1)C (2-chloro-6-methyl-isonicotinic acid), C1(=CC=CC=C1)/C=C/B(O)O ((E)-2-phenyl-etheneboronic acid), C(=O)([O-])[O-].[K+].[K+] (K2CO3), Cl (hydrochloric acid). Reagents/catalysts: C1=CC=C(C=C1)P([C-]2C=CC=C2)C3=CC=CC=C3.C1=CC=C(C=C1)P([C-]2C=CC=C2)C3=CC=CC=C3.Cl[Pd]Cl.[Fe+2].C(Cl)Cl (Pd(dppf)Cl2 CH2Cl2). Run in CC#N.O (CH3CN—H2O). Conditions: temperature 90 celsius, time 15 hour. Yields the product CC=1C=C(C(=O)O)C=C(N1)\C=C\C1=CC=CC=C1 (2-Methyl-6-(E)-styryl-isonicotinic acid). Reaction SMILES: Cl[C:2]1[CH:3]=[C:4]([CH:8]=[C:9]([CH3:11])[N:10]=1)[C:5]([OH:7])=[O:6].[C:12]1(/[CH:18]=[CH:19]/B(O)O)[CH:17]=[CH:16][CH:15]=[CH:14][CH:13]=1.C([O-])([O-])=O.[K+].[K+].Cl>CC#N.O.C1C=CC(P(C2C=CC=CC=2)[C-]2C=CC=C2)=CC=1.C1C=CC(P(C2C=CC=CC=2)[C-]2C=CC=C2)=CC=1.Cl[Pd]Cl.[Fe+2].C(Cl)Cl>[CH3:11][C:9]1[CH:8]=[C:4]([CH:3]=[C:2](/[CH:19]=[CH:18]/[C:12]2[CH:17]=[CH:16][CH:15]=[CH:14][CH:13]=2)[N:10]=1)[C:5]([OH:7])=[O:6] |f:2.3.4,6.7,8.9.10.11.12|. Procedure details: A suspension of 2-chloro-6-methyl-isonicotinic acid (171.6 mg, 1 mmol), (E)-2-phenyl-etheneboronic acid (180.0 mg, 1.2 mmol), K2CO3 (414 mg), Pd(dppf)Cl2-CH2Cl2 (27 mg) in CH3CN—H2O (3:1, 10 mL) is stirred under argon at 90° C. for 15 h. The solution is cooled to r.t. and aq. hydrochloric acid (2 M, 1.5 mL) is added to adjust the pH at 3. The mixture is evaporated to dryness and purified by reversed phase MPLC to provide the title compound. Reactants: C, CO, Cl, [H][H], NC(=O)c1ccc(C=CC2CCNCC2)cc1, [Pd]. Product: Cl, NC(=O)c1ccc(CCC2CCNCC2)cc1. As a reaction SMILES: [C:21].[CH3:23][OH:24].[ClH:1].[H:19][H:20].[NH:2]1[CH2:3][CH2:4][CH:5]([CH:8]=[CH:9][c:10]2[cH:11][cH:12][c:13]([C:14](=[O:15])[NH2:16])[cH:17][cH:18]2)[CH2:6][CH2:7]1.[Pd:22]>>[ClH:1].[NH:2]1[CH2:3][CH2:4][CH:5]([CH2:8][CH2:9][c:10]2[cH:11][cH:12][c:13]([C:14](=[O:15])[NH2:16])[cH:17][cH:18]2)[CH2:6][CH2:7]1. The reactants are CN(/C=C/C(=O)C1=NN(C=CC1=O)C1=CC=C(C=C1)S(=O)(=O)NC)C (4-[3-((E)-3-Dimethylamino-acryloyl)-4-oxo-4H-pyridazin-1-yl]-N-methyl-benzenesulfonamide), FC1=C(C=CC=C1)NN (2-fluoro-phenylhydrazine). Yields the product FC1=C(C=CC=C1)N1N=CC=C1C1=NN(C=CC1=O)C1=CC=C(C=C1)S(=O)(=O)NC (4-{3-[2-(2-Fluoro-phenyl)-2H-pyrazol-3-yl]-4-oxo-4H-pyridazin-1-yl}-N-methyl-benzenesulfonamide). As a reaction SMILES: CN(C)/[CH:3]=[CH:4]/[C:5]([C:7]1[C:12](=[O:13])[CH:11]=[CH:10][N:9]([C:14]2[CH:19]=[CH:18][C:17]([S:20]([NH:23][CH3:24])(=[O:22])=[O:21])=[CH:16][CH:15]=2)[N:8]=1)=O.[F:26][C:27]1[CH:32]=[CH:31][CH:30]=[CH:29][C:28]=1[NH:33][NH2:34]>>[F:26][C:27]1[CH:32]=[CH:31][CH:30]=[CH:29][C:28]=1[N:33]1[C:5]([C:7]2[C:12](=[O:13])[CH:11]=[CH:10][N:9]([C:14]3[CH:19]=[CH:18][C:17]([S:20]([NH:23][CH3:24])(=[O:22])=[O:21])=[CH:16][CH:15]=3)[N:8]=2)=[CH:4][CH:3]=[N:34]1. Procedure details: The product was obtained starting from 4-[3-((E)-3-Dimethylamino-acryloyl)-4-oxo-4H-pyridazin-1-yl]-N-methyl-benzenesulfonamide (A-30) and 2-fluoro-phenylhydrazine according to the method described for example 91. MS: M=426.1 (M+H)+